This data is from the Open Reaction Database (ORD), a public repository of structured organic reaction records. The task is: describe an organic reaction: reactants, conditions, products, and yield The reactants are N(=O)[O-].[Na+] (sodium nitrite), stannous chloride, ClC1=C(N)C=CC(=C1)CC (2-Chloro-4-ethylaniline), N (ammonia). The solvent is S(O)(O)(=O)=O (sulphuric acid), Cl (hydrochloric acid), C(C)(=O)O (acetic acid). Product: ClC1=C(C=CC(=C1)CC)NN (2-chloro-4-ethylphenylhydrazine). Isolated yield 60.4%. RXN SMILES: [Cl:1][C:2]1[CH:8]=[C:7]([CH2:9][CH3:10])[CH:6]=[CH:5][C:3]=1[NH2:4].[N:11]([O-])=O.[Na+].N>C(O)(=O)C.S(=O)(=O)(O)O.Cl>[Cl:1][C:2]1[CH:8]=[C:7]([CH2:9][CH3:10])[CH:6]=[CH:5][C:3]=1[NH:4][NH2:11] |f:1.2|. Reported procedure: 2-Chloro-4-ethylaniline [14.5 g.; described by K. Altau, J. Chem. Eng. Data, 8, 122 (1963)] was dissolved, with stirring, in glacial acetic acid (113 ml). A solution of sodium nitrite (7.0 g) in concentrated sulphuric acid (55 ml) was then added at 55°-60° C. The solution thus obtained was cooled to 0°-5° C. and a solution of stannous chloride (70 g) in concentrated hydrochloric acid (80 ml) was added with vigorous stirring. A cream-coloured solid precipitated. The mixture was filtered and the s... RXN SMILES: C([N:3](CC)[CH2:4][C:5]([C:14]1[CH:19]=[CH:18][CH:17]=[CH:16][CH:15]=1)([C:8]1[CH:13]=[CH:12][CH:11]=[CH:10][CH:9]=1)[CH2:6]N)C.[C:22]([NH2:26])([CH3:25])([CH3:24])[CH3:23]>>[C:22]([NH:26][CH2:6][C:5]([C:14]1[CH:19]=[CH:18][CH:17]=[CH:16][CH:15]=1)([C:8]1[CH:13]=[CH:12][CH:11]=[CH:10][CH:9]=1)[CH2:4][NH2:3])([CH3:25])([CH3:24])[CH3:23]. Reported procedure: The title material was prepared as described for the synthesis of N1,N1-diethyl-2,2-diphenylpropane-1,3-diamine (Example Q) in using tert-butylamine LC/MS (M+H)+: 283. HPLC ret. time (Condition B): 2.202 min. Reactants: C(C)N(CC(CN)(C1=CC=CC=C1)C1=CC=CC=C1)CC (N1,N1-diethyl-2,2-diphenylpropane-1,3-diamine), C(C)(C)(C)N (tert-butylamine). The product is C(C)(C)(C)NCC(CN)(C1=CC=CC=C1)C1=CC=CC=C1 (N1-tert-butyl-2,2-diphenylpropane-1,3-diamine). The reactants are FC(CO)(F)F (2,2,2-trifluoroethanol), C(OC)(OC)=O (dimethyl carbonate). The reagents and catalysts are C[O-].[Na+].CO (sodium methoxide methanol). Reaction conditions: temperature 100 celsius. Yields the product C(OC)(OCC(F)(F)F)=O (methyl 2,2,2-trifluoroethyl carbonate). Isolated yield 32.8%. Reaction SMILES: [F:1][C:2]([F:6])([F:5])[CH2:3][OH:4].[C:7](=O)([O:10]C)[O:8][CH3:9]>C[O-].[Na+].CO>[C:7](=[O:10])([O:4][CH2:3][C:2]([F:6])([F:5])[F:1])[O:8][CH3:9] |f:2.3.4|. Reported procedure: In a flask (3-liter volume) equipped with 10 distillation columns, 2,2,2-trifluoroethanol (790 g, 7.9 ml), dimethyl carbonate (2140 g, 23.7 mol) and a 28% sodium methoxide/methanol solution (15.3 g) were charged. The flask was heated to 100° C. to allow the starting materials to react for 30 hours while removing the methanol from the distillation columns by evaporation. After allowing the mixture to cool to room temperature, an aqueous solution of ammonium chloride was added to the mixture and t... Reactants: BrCc1ccccn1, Br, O=C([O-])[O-], Cn1nccc1-c1cc([N+](=O)[O-])ccc1O, CS(C)=O, [K+], [K+]. The product is Cn1nccc1-c1cc([N+](=O)[O-])ccc1OCc1ccccn1. As a reaction SMILES: [Br:18][CH2:19][c:20]1[n:21][cH:22][cH:23][cH:24][cH:25]1.[BrH:17].[C:26](=[O:27])([O-:28])[O-:29].[CH3:1][n:2]1[n:3][cH:4][cH:5][c:6]1-[c:7]1[c:8]([OH:16])[cH:9][cH:10][c:11]([N+:13](=[O:14])[O-:15])[cH:12]1.[CH3:32][S:33]([CH3:34])=[O:35].[K+:30].[K+:31]>>[CH3:1][n:2]1[n:3][cH:4][cH:5][c:6]1-[c:7]1[c:8]([O:16][CH2:19][c:20]2[n:21][cH:22][cH:23][cH:24][cH:25]2)[cH:9][cH:10][c:11]([N+:13](=[O:14])[O-:15])[cH:12]1. Reactants: ClC1=NN=C(C2=CC=CC=C12)C1=CC=CC=C1 (1-chloro-4-phenylphthalazine), C(=O)(OC(C)(C)C)N1[C@@H]2CN[C@H](C1)C2 ((1S,4S)-2-boc-2,5-diazabicyclo[2.2.1]heptane). Solvent: ClCCl (dichloromethane). Reaction conditions: temperature 90 celsius. The product is C1(=CC=CC=C1)C1=NN=C(C2=CC=CC=C12)N1[C@@H]2CN([C@H](C1)C2)C(=O)OC(C)(C)C ((1S,4S)-tert-butyl 5-(4-phenylphthalazin-1-yl)-2,5-diaza-bicyclo[2.2.1]heptane-2-carboxylate). RXN SMILES: Cl[C:2]1[C:11]2[C:6](=[CH:7][CH:8]=[CH:9][CH:10]=2)[C:5]([C:12]2[CH:17]=[CH:16][CH:15]=[CH:14][CH:13]=2)=[N:4][N:3]=1.[C:18]([N:25]1[CH2:30][C@@H:29]2[CH2:31][C@H:26]1[CH2:27][NH:28]2)([O:20][C:21]([CH3:24])([CH3:23])[CH3:22])=[O:19]>ClCCl>[C:12]1([C:5]2[C:6]3[C:11](=[CH:10][CH:9]=[CH:8][CH:7]=3)[C:2]([N:28]3[CH2:27][C@@H:26]4[CH2:31][C@H:29]3[CH2:30][N:25]4[C:18]([O:20][C:21]([CH3:24])([CH3:23])[CH3:22])=[O:19])=[N:3][N:4]=2)[CH:17]=[CH:16][CH:15]=[CH:14][CH:13]=1. Procedure details: To a 20 mL reaction vial was added 1-chloro-4-phenylphthalazine BSL-1 (300 mg, 1.25 mmol) and (1S,4S)-2-boc-2,5-diazabicyclo[2.2.1]heptane (494 mg, 2.5 mmol, 2 eq). The mixture was heated under nitrogen at 90° C. for 1 h. The reaction was cooled to room temperature and the solid mass was dissolved in dichloromethane (50 mL) and washed once with 5 mL of sat. NaHCO3 and once with 50 mL of sat. NaCl solution. The organic layer was dried over MgSO4, filtered, and concentrated. Purification by column... Reactants: C(C)(=O)C1=CSC=C1 (3-acetylthiophene), N1CCOCC1 (morpholine). The reagents and catalysts are [Ti](Cl)(Cl)(Cl)Cl (titanium tetrachloride). Run in C1CCCCC1 (cyclohexane), C1CCCCC1 (cyclohexane). Conditions: time 12 hour. Product: O1CCN(CC1)C(=C)C1=CSC=C1 (1-morpholino-1-(thiophen-3-yl)-ethylene). The yield is 31.4%. RXN SMILES: [C:1]([C:4]1[CH:8]=[CH:7][S:6][CH:5]=1)(=O)[CH3:2].[NH:9]1[CH2:14][CH2:13][O:12][CH2:11][CH2:10]1>C1CCCCC1.[Ti](Cl)(Cl)(Cl)Cl>[O:12]1[CH2:13][CH2:14][N:9]([C:1]([C:4]2[CH:8]=[CH:7][S:6][CH:5]=2)=[CH2:2])[CH2:10][CH2:11]1. Reported procedure: A solution of 57 g of titanium tetrachloride (TiCl4) in 100 ml of cyclohexane is added dropwise to a stirred solution of 75 g of 3-acetylthiophene and 160 g of morpholine in a liter of cyclohexane. When the addition is complete, the reaction mixture is further stirred at room temperature for 12 hours, then the precipitate is filtered off and the filtrate is concentrated by evaporation. The residue is distilled and has a boiling point of 98°/0.04 millibar. In this manner 36.5 g of 1-morpholino-1-... Starting materials: Cl (HCl), COC(=O)C1(CCN(CC1)OC)N(O)C(CC1=C(C=C(C=C1C)Cl)C)=O (4-{[2-(4-chloro-2,6-dimethyl-phenyl)-acetyl]-hydroxy-amino}-1-methoxy-piperidine-4-carboxylic acid methyl ester), O (water), CC(C)([O-])C.[K+] (potassium tert-butoxide). The solvent is CN(C=O)C (dimethylformamide). Reaction conditions: time 8 hour. Product: ClC1=CC(=C(C(=C1)C)C=1C(N(C2(C1O)CCN(CC2)OC)O)=O)C (3-(4-chloro-2,6-dimethyl-phenyl)-1,4-dihydroxy-8-methoxy-1,8-diaza-spiro[4.5]dec-3-en-2-one). RXN SMILES: C[O:2][C:3]([C:5]1([N:13]([C:15](=[O:26])[CH2:16][C:17]2[C:22]([CH3:23])=[CH:21][C:20]([Cl:24])=[CH:19][C:18]=2[CH3:25])[OH:14])[CH2:10][CH2:9][N:8]([O:11][CH3:12])[CH2:7][CH2:6]1)=O.CC(C)([O-])C.[K+].O.Cl>CN(C)C=O>[Cl:24][C:20]1[CH:19]=[C:18]([CH3:25])[C:17]([C:16]2[C:15](=[O:26])[N:13]([OH:14])[C:5]3([CH2:6][CH2:7][N:8]([O:11][CH3:12])[CH2:9][CH2:10]3)[C:3]=2[OH:2])=[C:22]([CH3:23])[CH:21]=1 |f:1.2|. Procedure details: To a suspension of 4-{[2-(4-chloro-2,6-dimethyl-phenyl)-acetyl]-hydroxy-amino}-1-methoxy-piperidine-4-carboxylic acid methyl ester (0.40 g, 1.04 mmol) in dimethylformamide (3 ml) at 0° C. was added potassium tert-butoxide (0.35 g, 3.12 mmol) in portions. After completion of the addition, stirring was continued at 0° C. for 30 minutes and at room temperature overnight. The reaction mixture was poured into cold water (0° C.), the pH adjusted to ca 5.5 by adding 1 N HCl and then thoroughly extracte... Reactants: CNc1cc(Oc2ccc(NC(=O)OCc3ccccc3)cc2C)ncn1, C1CCOC1, CO. The product is CNc1cc(Oc2ccc(N)cc2C)ncn1. RXN SMILES: [CH2:1]([O:2][C:3](=[O:4])[NH:10][c:11]1[cH:12][c:13]([CH3:26])[c:14]([O:17][c:18]2[n:19][cH:20][n:21][c:22]([NH:24][CH3:25])[cH:23]2)[cH:15][cH:16]1)[c:5]1[cH:6][cH:7][cH:8][cH:9][cH:27]1.[CH2:30]1[O:31][CH2:32][CH2:33][CH2:34]1.[CH3:28][OH:29]>>[NH2:10][c:11]1[cH:12][c:13]([CH3:26])[c:14]([O:17][c:18]2[n:19][cH:20][n:21][c:22]([NH:24][CH3:25])[cH:23]2)[cH:15][cH:16]1.